Dataset: the Open Reaction Database (ORD), a public repository of structured organic reaction records. Task: describe an organic reaction: reactants, conditions, products, and yield Starting materials: CC1(OC2=C(N(C1)CC1=NC=CC=C1)C=C(C=C2)[N+](=O)[O-])C (3,4-dihydro-2,2-dimethyl-6-nitro-4-(2-pyridylmethyl)-2H-1,4-benzoxazine), ClC1=CC(=CC=C1)C(=O)OO (m-chloroperbenzoic acid). Run in C(Cl)Cl (methylene chloride), C(O)([O-])=O.[Na+] (sodium hydrogen carbonate). Reaction conditions: time 8 hour. Yields the product CC1(OC2=C(N(C1)CC1=[N+](C=CC=C1)[O-])C=C(C=C2)[N+](=O)[O-])C (2-(3,4-dihydro-2,2-dimethyl-6-nitro-2H-1,4-benzoxazin-4-yl)methylpyridine N-oxide). As a reaction SMILES: [CH3:1][C:2]1([CH3:22])[CH2:7][N:6]([CH2:8][C:9]2[CH:14]=[CH:13][CH:12]=[CH:11][N:10]=2)[C:5]2[CH:15]=[C:16]([N+:19]([O-:21])=[O:20])[CH:17]=[CH:18][C:4]=2[O:3]1.ClC1C=CC=C(C(OO)=[O:31])C=1>C(Cl)Cl.C(=O)([O-])O.[Na+]>[CH3:1][C:2]1([CH3:22])[CH2:7][N:6]([CH2:8][C:9]2[CH:14]=[CH:13][CH:12]=[CH:11][N+:10]=2[O-:31])[C:5]2[CH:15]=[C:16]([N+:19]([O-:21])=[O:20])[CH:17]=[CH:18][C:4]=2[O:3]1 |f:3.4|. Procedure details: In 4 ml of methylene chloride was dissolved 0.33 g of 3,4-dihydro-2,2-dimethyl-6-nitro-4-(2-pyridylmethyl)-2H-1,4-benzoxazine followed by addition of 0.26 g of m-chloroperbenzoic acid, and the mixture was stirred at room temperature overnight. This reaction mixture was diluted with aqueous sodium hydrogen carbonate solution and extracted with methylene chloride. The organic layer was dried over anhydrous magnesium sulfate and filtered. The filtrate was concentrated under reduced pressure to give... Starting materials: Cl (Hydrogen chloride), Cl.C(C)(=O)SC1/C(/CN(CC1)C(C(=O)C1CC1)C1=C(C=CC=C1)F)=C/C=1N(C=CN1)CC(=O)OCC ((E)-4-(acetylsulfanyl)-1-[2-cyclopropyl-1-(2-fluorophenyl)-2-oxoethyl]-3-{[1-(ethoxycarbonylmethyl)-1H-imidazol-2-yl]methylidene}piperidine hydrochloride). The solvent is C(C)O (ethanol). Conditions: time 6.5 hour. The product is Cl.C1(CC1)C(C(C1=C(C=CC=C1)F)N1C\C(\C(CC1)S)=C/C=1N(C=CN1)CC(=O)OCC)=O ((E)-1-[2-Cyclopropyl-1-(2-fluorophenyl)-2-oxoethyl]-3-{[1-(ethoxycarbonylmethyl)-1H-imidazol-2-yl]methylidene}-4-sulfanylpiperidine hydrochloride). Yield: 47.0%. Reaction SMILES: [ClH:1].Cl.C([S:6][CH:7]1[CH2:12][CH2:11][N:10]([CH:13]([C:19]2[CH:24]=[CH:23][CH:22]=[CH:21][C:20]=2[F:25])[C:14]([CH:16]2[CH2:18][CH2:17]2)=[O:15])[CH2:9]/[C:8]/1=[CH:26]\[C:27]1[N:28]([CH2:32][C:33]([O:35][CH2:36][CH3:37])=[O:34])[CH:29]=[CH:30][N:31]=1)(=O)C>C(O)C>[ClH:1].[CH:16]1([C:14](=[O:15])[CH:13]([N:10]2[CH2:11][CH2:12][CH:7]([SH:6])/[C:8](=[CH:26]/[C:27]3[N:28]([CH2:32][C:33]([O:35][CH2:36][CH3:37])=[O:34])[CH:29]=[CH:30][N:31]=3)/[CH2:9]2)[C:19]2[CH:24]=[CH:23][CH:22]=[CH:21][C:20]=2[F:25])[CH2:18][CH2:17]1 |f:1.2,4.5|. Reported procedure: Hydrogen chloride was passed through a solution of (E)-4-(acetylsulfanyl)-1-[2-cyclopropyl-1-(2-fluorophenyl)-2-oxoethyl]-3-{[1-(ethoxycarbonylmethyl)-1H-imidazol-2-yl]methylidene}piperidine hydrochloride (169.4 mg) in ethanol (4 ml) at 0° C. and the sealed mixture was stirred at room temperature for 6.5 hours. The mixture was concentrated under reduced pressure and the residue was purified by preparative HPLC (YMC-Pack ODS-A; YMC, eluent: acetonitrile/0.026 N aqueous trifluoroacetic acid soluti... The reactants are COC(CN)OC (Aminoacetaldehyde dimethyl acetal), I.CN1N=NC=2N(C1=O)C=NC2C(=N)SC (methyl 3-methyl-4-oxo-3,4-dihydroimidazo[5,1-d][1,2,3,5]tetrazine-8-carbimidothioate hydroiodide). The solvent is C(C)#N (acetonitrile). Run at time 8 hour. Product: COC(CNC(=N)C=1N=CN2C1N=NN(C2=O)C)OC (N-(2,2-Dimethoxyethyl)-3-methyl-4-oxo-3,4-dihydroimidazo[5,1-d][1,2,3,5]tetrazine-8-carboximidamide). The yield is 57.6%. Reaction SMILES: [CH3:1][O:2][CH:3]([O:6][CH3:7])[CH2:4][NH2:5].I.[CH3:9][N:10]1[C:15](=[O:16])[N:14]2[CH:17]=[N:18][C:19]([C:20](SC)=[NH:21])=[C:13]2[N:12]=[N:11]1>C(#N)C>[CH3:1][O:2][CH:3]([O:6][CH3:7])[CH2:4][NH:5][C:20]([C:19]1[N:18]=[CH:17][N:14]2[C:15](=[O:16])[N:10]([CH3:9])[N:11]=[N:12][C:13]=12)=[NH:21] |f:1.2|. Reported procedure: Aminoacetaldehyde dimethyl acetal (68 μL, 0.624 mmol) was added to a suspension of methyl 3-methyl-4-oxo-3,4-dihydroimidazo[5,1-d][1,2,3,5]tetrazine-8-carbimidothioate hydroiodide (200 mg, 0.568 mmol) in acetonitrile (8 mL) and the mixture was stirred overnight. The precipitate, which formed during the reaction, was filtered and washed successively with water, acetonitrile, ethyl acetate and diethyl ether to give the title product as a bright yellow solid (92 mg, 58%). δH (DMSO-d6): 9.50 (3H, bs...